This data is from the Open Reaction Database (ORD), a public repository of structured organic reaction records. The task is: describe an organic reaction: reactants, conditions, products, and yield The reactants are O=C([O-])[O-], [Cl-], COC(=O)c1cnc(Cl)cn1, Cl, [K+], [K+], [Na+], C1CCOC1, O. RXN SMILES: [C:12](=[O:13])([O-:14])[O-:15].[Cl-:26].[Cl:1][c:2]1[n:3][cH:4][c:5]([C:8](=[O:9])[O:10][CH3:11])[n:6][cH:7]1.[ClH:18].[K+:16].[K+:17].[Na+:25].[O:19]1[CH2:20][CH2:21][CH2:22][CH2:23]1.[OH2:24]>>[Cl:1][c:2]1[n:3][cH:4][c:5]([C:8](=[O:9])[OH:10])[n:6][cH:7]1. The product is O=C(O)c1cnc(Cl)cn1.